From a dataset of the Open Reaction Database (ORD), a public repository of structured organic reaction records. describe an organic reaction: reactants, conditions, products, and yield Starting materials: C=C(C)c1ccc(OC(C)C(=O)OC)cc1, CC(C)=O, OO, O=S(=O)(O)O. Yields the product COC(=O)C(C)Oc1ccc(O)cc1. RXN SMILES: [CH3:1][C:2](=[CH2:3])[c:4]1[cH:5][cH:6][c:7]([O:8][CH:9]([C:10](=[O:11])[O:12][CH3:13])[CH3:14])[cH:15][cH:16]1.[CH3:24][C:25](=[O:26])[CH3:27].[OH:17][OH:18].[S:19]([OH:20])(=[O:21])(=[O:22])[OH:23]>>[c:4]1([OH:20])[cH:5][cH:6][c:7]([O:8][CH:9]([C:10](=[O:11])[O:12][CH3:13])[CH3:14])[cH:15][cH:16]1. Reactants: [Li+].C[Si](C)(C)[N-][Si](C)(C)C (LiHMDS), C(C)(C)(C)OC(C)=O (t-butylacetate), BrCC=1C(=NC(=NC1C1=C(C=C(C=C1)F)F)SC)Cl (5-(bromomethyl)-4-chloro-6-(2,4-difluorophenyl)-2-(methylthio)pyrimidine), CO (methanol). The solvent is C1CCOC1 (THF), C1CCOC1 (THF). Reaction conditions: temperature -50 celsius, time 10 minute. Yields the product ClC1=NC(=NC(=C1CCC(=O)OC(C)(C)C)C1=C(C=C(C=C1)F)F)SC (tert-Butyl 3-[4-chloro-6-(2,4-difluorophenyl)-2-(methylthio)pyrimidin-5-yl]propanoate). Reaction SMILES: [Li+].C[Si]([N-][Si](C)(C)C)(C)C.[C:11]([O:15][C:16](=[O:18])[CH3:17])([CH3:14])([CH3:13])[CH3:12].Br[CH2:20][C:21]1[C:22]([Cl:37])=[N:23][C:24]([S:35][CH3:36])=[N:25][C:26]=1[C:27]1[CH:32]=[CH:31][C:30]([F:33])=[CH:29][C:28]=1[F:34].CO>C1COCC1>[Cl:37][C:22]1[C:21]([CH2:20][CH2:17][C:16]([O:15][C:11]([CH3:14])([CH3:13])[CH3:12])=[O:18])=[C:26]([C:27]2[CH:32]=[CH:31][C:30]([F:33])=[CH:29][C:28]=2[F:34])[N:25]=[C:24]([S:35][CH3:36])[N:23]=1 |f:0.1|. Procedure details: To a −78° C. solution of LiHMDS (4.1 mL) in 3 mL of THF was added t-butylacetate (0.6 mL). After stirring for 10 min, 1.0 g of 5-(bromomethyl)-4-chloro-6-(2,4-difluorophenyl)-2-(methylthio)pyrimidine (COMPOUND VV-3) in 4 mL of THF was added dropwise. The mixture was stirred at −78° C. for 1.5 h, then warmed to −50° C. The reaction mixture was recooled to −78° C. and 3 mL of methanol was added. The solution stirred for 24 h at rt. The crude mixture was purified by flash chromatography, eluting wi...